This data is from the Open Reaction Database (ORD), a public repository of structured organic reaction records. The task is: describe an organic reaction: reactants, conditions, products, and yield Starting materials: OC=1C=C(C=C(C1)C1=CN(C=2N=CN=C(C21)N[C@@H](C)C2=NN1C(C(N2C2=CC=CC=C2)=O)=C(C=C1)C)COCC[Si](C)(C)C)NS(=O)(=O)C ((S)—N-(3-Hydroxy-5-(4-((1-(5-methyl-4-oxo-3-phenyl-3,4-dihydropyrrolo[2,1-f][1,2,4]triazin-2-yl)ethyl)amino)-7-((2-(trimethylsilyl)ethoxy)methyl)-7H-pyrrolo[2,3-d]pyrimidin-5-yl)phenyl)methanesulfonamide), FC(C(=O)O)(F)F (trifluoroacetic acid), N (ammonia). The product is OC=1C=C(C=C(C1)C1=CNC=2N=CN=C(C21)N[C@@H](C)C2=NN1C(C(N2C2=CC=CC=C2)=O)=C(C=C1)C)NS(=O)(=O)C ((S)—N-(3-Hydroxy-5-(4-((1-(5-methyl-4-oxo-3-phenyl-3,4-dihydropyrrolo[2,1-f][1,2,4]triazin-2-yl)ethyl)amino)-7H-pyrrolo[2,3-d]pyrimidin-5-yl)phenyl)methanesulfonamide). Procedure: (S)—N-(3-Hydroxy-5-(4-((1-(5-methyl-4-oxo-3-phenyl-3,4-dihydropyrrolo[2,1-f][1,2,4]triazin-2-yl)ethyl)amino)-7-((2-(trimethylsilyl)ethoxy)methyl)-7H-pyrrolo[2,3-d]pyrimidin-5-yl)phenyl)methanesulfonamide (40 mg, 0.05 mmol) was treated with trifluoroacetic acid (920 μl, 11.94 mmol) and a solution of ammonia (7N in methanol, 920 μl, 6.44 mmol) according to the method described in Example 27. The residue was purified using SP1® Purification System (0% to 6% dichloromethane-2-propanol) to obtain 24 ... The yield is 84.1%. RXN SMILES: [OH:1][C:2]1[CH:3]=[C:4]([NH:45][S:46]([CH3:49])(=[O:48])=[O:47])[CH:5]=[C:6]([C:8]2[C:16]3[C:15]([NH:17][C@H:18]([C:20]4[N:25]([C:26]5[CH:31]=[CH:30][CH:29]=[CH:28][CH:27]=5)[C:24](=[O:32])[C:23]5=[C:33]([CH3:36])[CH:34]=[CH:35][N:22]5[N:21]=4)[CH3:19])=[N:14][CH:13]=[N:12][C:11]=3[N:10](COCC[Si](C)(C)C)[CH:9]=2)[CH:7]=1.FC(F)(F)C(O)=O.N>>[OH:1][C:2]1[CH:3]=[C:4]([NH:45][S:46]([CH3:49])(=[O:47])=[O:48])[CH:5]=[C:6]([C:8]2[C:16]3[C:15]([NH:17][C@H:18]([C:20]4[N:25]([C:26]5[CH:31]=[CH:30][CH:29]=[CH:28][CH:27]=5)[C:24](=[O:32])[C:23]5=[C:33]([CH3:36])[CH:34]=[CH:35][N:22]5[N:21]=4)[CH3:19])=[N:14][CH:13]=[N:12][C:11]=3[NH:10][CH:9]=2)[CH:7]=1. Reactants: C(CCCCCCCCCCCCCC(=O)OC)(=O)OC (dimethyl n-pentadecanedioate). Run in C1CCCCC1 (cyclohexane). The product is C1(CCCCCCCCCCCCCC1)=O (cyclopentadecanone). The yield is 62.1%. Reaction SMILES: [C:1]([O:20]C)(=O)[CH2:2][CH2:3][CH2:4][CH2:5][CH2:6][CH2:7][CH2:8][CH2:9][CH2:10][CH2:11][CH2:12][CH2:13][CH2:14][C:15](OC)=O>C1CCCCC1>[C:1]1(=[O:20])[CH2:2][CH2:3][CH2:4][CH2:5][CH2:6][CH2:7][CH2:8][CH2:9][CH2:10][CH2:11][CH2:12][CH2:13][CH2:14][CH2:15]1. Procedure details: The same procedures as described in Example 1 were repeated except that a solution of 110 g of dimethyl n-pentadecanedioate in 250 ml of cyclohexane was used as a starting material. There was obtained 51 g of cyclopentadecanone, which corresponded to 62.1% of a theoretical value based on the starting compound. Reaction SMILES: [CH:1]1([N:7]([CH3:17])[C:8]2[N:13]=[CH:12][N:11]=[C:10]([C:14]([OH:16])=O)[CH:9]=2)[CH2:6][CH2:5][CH2:4][CH2:3][CH2:2]1.[NH2:18][C:19]1[CH:24]=[CH:23][C:22]([S:25]([NH:28][CH2:29][CH3:30])(=[O:27])=[O:26])=[CH:21][CH:20]=1>CO>[CH:1]1([N:7]([CH3:17])[C:8]2[N:13]=[CH:12][N:11]=[C:10]([C:14]([NH:18][C:19]3[CH:24]=[CH:23][C:22]([S:25]([NH:28][CH2:29][CH3:30])(=[O:27])=[O:26])=[CH:21][CH:20]=3)=[O:16])[CH:9]=2)[CH2:2][CH2:3][CH2:4][CH2:5][CH2:6]1. Reported procedure: Following the general method as outlined in Example 1, starting from 6-[cyclohexyl(methyl)amino]pyrimidine-4-carboxylic acid (Intermediate 10) and 4-amino-N-ethyl-benzenesulfonamide (Oakwood), the title compound was obtained as a white solid after trituration in methanol. The product is C1(CCCCC1)N(C1=CC(=NC=N1)C(=O)NC1=CC=C(C=C1)S(=O)(=O)NCC)C (6-[cyclohexyl(methyl)amino]-N-{4-[(ethylamino)sulfonyl]phenyl}pyrimidine-4-carboxamide). The solvent is CO (methanol). Starting materials: C1(CCCCC1)N(C1=CC(=NC=N1)C(=O)O)C (6-[cyclohexyl(methyl)amino]pyrimidine-4-carboxylic acid), C1(CCCCC1)N(C1=CC(=NC=N1)C(=O)O)C (6-[cyclohexyl(methyl)amino]pyrimidine-4-carboxylic acid), NC1=CC=C(C=C1)S(=O)(=O)NCC (4-amino-N-ethyl-benzenesulfonamide). Reactants: C(C)(=O)C=1C(OC(=CC1O)C)=O (3-acetyl-4-hydroxy-6-methylpyran-2-one), BrN1C(CCC1=O)=O (N-bromosuccinimide). The solvent is ClCCl (dichloromethane). Conditions: time 4.5 hour. Yields the product C(C)(=O)C=1C(OC(=CC1O)CBr)=O (3-acetyl-6-bromomethyl-4-hydroxypyran-2-one). Yield: 47.0%. As a reaction SMILES: [C:1]([C:4]1[C:5](=[O:12])[O:6][C:7]([CH3:11])=[CH:8][C:9]=1[OH:10])(=[O:3])[CH3:2].[Br:13]N1C(=O)CCC1=O>ClCCl>[C:1]([C:4]1[C:5](=[O:12])[O:6][C:7]([CH2:11][Br:13])=[CH:8][C:9]=1[OH:10])(=[O:3])[CH3:2]. Procedure: A mixture of 3-acetyl-4-hydroxy-6-methylpyran-2-one (52 parts), N-bromosuccinimide (54 parts) and dichloromethane (1060 parts) were stirred at 20°-25° C. for about 4-5 hours under exposure to UV light. The dichloromethane solution was washed with water (2×500 cm3) to remove the succinimide, dried over magnesium sulphate, filtered and the solvent removed at 40° C./20 mm to leave 3-acetyl-6-bromomethyl-4-hydroxypyran-2-one (70 parts, 47%). Starting materials: CC(C)(C)[Si](Cl)(c1ccccc1)c1ccccc1, CC(C)(C)OC(=O)CC(CCO)C(=O)N1C(=O)OCC1Cc1ccccc1, CN(C)C=O, O, c1c[nH]cn1. The product is CC(C)(C)OC(=O)CC(CCO[Si](c1ccccc1)(c1ccccc1)C(C)(C)C)C(=O)N1C(=O)OCC1Cc1ccccc1. RXN SMILES: [C:38]([CH3:39])([CH3:40])([CH3:41])[Si:42]([c:43]1[cH:44][cH:45][cH:46][cH:47][cH:48]1)([c:49]1[cH:50][cH:51][cH:52][cH:53][cH:54]1)[Cl:55].[CH2:1]([c:2]1[cH:3][cH:4][cH:5][cH:6][cH:7]1)[CH:8]1[N:9]([C:14](=[O:15])[CH:16]([CH2:17][C:18](=[O:19])[O:20][C:21]([CH3:22])([CH3:23])[CH3:24])[CH2:25][CH2:26][OH:27])[C:10](=[O:13])[O:11][CH2:12]1.[O:28]=[CH:29][N:30]([CH3:31])[CH3:32].[OH2:56].[nH:33]1[cH:34][cH:35][n:36][cH:37]1>>[CH2:1]([c:2]1[cH:3][cH:4][cH:5][cH:6][cH:7]1)[CH:8]1[N:9]([C:14](=[O:15])[CH:16]([CH2:17][C:18](=[O:19])[O:20][C:21]([CH3:22])([CH3:23])[CH3:24])[CH2:25][CH2:26][O:27][Si:42]([C:38]([CH3:39])([CH3:40])[CH3:41])([c:43]2[cH:44][cH:45][cH:46][cH:47][cH:48]2)[c:49]2[cH:50][cH:51][cH:52][cH:53][cH:54]2)[C:10](=[O:13])[O:11][CH2:12]1.